From a dataset of the Open Reaction Database (ORD), a public repository of structured organic reaction records. describe an organic reaction: reactants, conditions, products, and yield Reactants: CCOC(C)=O, CN(C)c1ccncc1, CCN(C(C)C)C(C)C, CC(C)I, CCOC(=O)c1c[nH]nc1C(F)(F)F, CN(C)C=O. Yields the product CCOC(=O)c1cn(C(C)C)nc1C(F)(F)F. Reaction SMILES: [CH3:33][CH2:34][O:35][C:36](=[O:37])[CH3:38].[CH3:39][N:40]([CH3:41])[c:42]1[cH:43][cH:44][n:45][cH:46][cH:47]1.[CH:19]([N:20]([CH2:21][CH3:22])[CH:23]([CH3:24])[CH3:25])([CH3:26])[CH3:27].[CH:1]([CH3:2])([CH3:3])[I:4].[F:5][C:6]([c:7]1[n:8][nH:9][cH:10][c:11]1[C:12](=[O:13])[O:14][CH2:15][CH3:16])([F:17])[F:18].[O:28]=[CH:29][N:30]([CH3:31])[CH3:32]>>[CH:1]([CH3:2])([CH3:3])[n:9]1[n:8][c:7]([C:6]([F:5])([F:17])[F:18])[c:11]([C:12](=[O:13])[O:14][CH2:15][CH3:16])[cH:10]1. Reactants: Cl.FC1=C(C=CC(=C1)[C@H]1CNCCO1)NC(=O)C=1C=NN(C1)C1=NC(=CN=C1)C(F)(F)F ((S)—N-(2-Fluoro-4-(morpholin-2-yl)phenyl)-1-(6-(trifluoromethyl)pyrazin-2-yl)-1H-pyrazole-4-carboxamide hydrochloride), Cl.ClC=1C=C(C=CC1[C@@H]1CNCCO1)NC(C1=CC(=NC=C1)OCC)=O ((R)—N-(3-Chloro-4-(morpholin-2-yl)phenyl)-2-ethoxyisonicotinamide hydrochloride). Product: Cl.ClC=1C=C(C=CC1[C@H]1CNCCO1)NC(=O)C=1C=NN(C1)C1=NC(=CN=C1)C(F)(F)F ((S)—N-(3-Chloro-4-(morpholin-2-yl)phenyl)-1-(6-(trifluoromethyl)pyrazin-2-yl)-1H-pyrazole-4-carboxamide hydrochloride). As a reaction SMILES: [ClH:1].F[C:3]1[CH:8]=[C:7]([C@@H:9]2[O:14][CH2:13][CH2:12][NH:11][CH2:10]2)[CH:6]=[CH:5][C:4]=1[NH:15][C:16]([C:18]1[CH:19]=[N:20][N:21]([C:23]2[CH:28]=[N:27][CH:26]=[C:25]([C:29]([F:32])([F:31])[F:30])[N:24]=2)[CH:22]=1)=[O:17].Cl.[Cl:34]C1C=C(NC(=O)C2C=CN=C(OCC)C=2)C=CC=1[C@H]1OCCNC1>>[ClH:34].[Cl:1][C:8]1[CH:3]=[C:4]([NH:15][C:16]([C:18]2[CH:19]=[N:20][N:21]([C:23]3[CH:28]=[N:27][CH:26]=[C:25]([C:29]([F:32])([F:31])[F:30])[N:24]=3)[CH:22]=2)=[O:17])[CH:5]=[CH:6][C:7]=1[C@@H:9]1[O:14][CH2:13][CH2:12][NH:11][CH2:10]1 |f:0.1,2.3,4.5|. Procedure details: In analogy to example 83, step a) using 1-(6-Trifluoromethyl-pyrazin-2-yl)-1H-pyrazole-4-carboxylic acid (prepared as described in example 125) instead of 2-(trifluoromethyl)-4-pyridinecarboxylic acid (CAS 131747-41-6) and (−)-(S)-2-(4-Amino-2-chloro-phenyl)-morpholine-4-carboxylic acid tert-butyl ester (described in example 91) instead of (+)—(R)-2-(4-Amino-2-fluoro-phenyl)-morpholine-4-carboxylic acid tert-butyl ester. Starting materials: O=C1NC(c2ccc(F)c(F)c2)C(COS(=O)(=O)C(F)(F)F)O1, C1CCOC1, c1c[nH]cn1. Yields the product O=C1NC(c2ccc(F)c(F)c2)C(Cn2ccnc2)O1. RXN SMILES: [F:1][c:2]1[cH:3][c:4]([CH:9]2[NH:10][C:11](=[O:23])[O:12][CH:13]2[CH2:14][O:15][S:16]([C:17]([F:18])([F:19])[F:20])(=[O:21])=[O:22])[cH:5][cH:6][c:7]1[F:8].[O:29]1[CH2:30][CH2:31][CH2:32][CH2:33]1.[nH:24]1[cH:25][n:26][cH:27][cH:28]1>>[F:1][c:2]1[cH:3][c:4]([CH:9]2[NH:10][C:11](=[O:23])[O:12][CH:13]2[CH2:14][n:24]2[cH:25][n:26][cH:27][cH:28]2)[cH:5][cH:6][c:7]1[F:8]. Reactants: CC(C)(C)c1nc(-c2cccc(NS(=O)(=O)c3c(F)cccc3F)c2F)c(-c2ccnc(Cl)n2)s1, CC(O)CN. Yields the product CC(O)CNc1nccc(-c2sc(C(C)(C)C)nc2-c2cccc(NS(=O)(=O)c3c(F)cccc3F)c2F)n1. Reaction SMILES: [Cl:1][c:2]1[n:3][cH:4][cH:5][c:6](-[c:8]2[c:9](-[c:17]3[c:18]([F:35])[c:19]([NH:23][S:24](=[O:25])(=[O:26])[c:27]4[c:28]([F:34])[cH:29][cH:30][cH:31][c:32]4[F:33])[cH:20][cH:21][cH:22]3)[n:10][c:11]([C:13]([CH3:14])([CH3:15])[CH3:16])[s:12]2)[n:7]1.[NH2:36][CH2:37][CH:38]([CH3:39])[OH:40]>>[c:2]1([NH:36][CH2:37][CH:38]([CH3:39])[OH:40])[n:3][cH:4][cH:5][c:6](-[c:8]2[c:9](-[c:17]3[c:18]([F:35])[c:19]([NH:23][S:24](=[O:25])(=[O:26])[c:27]4[c:28]([F:34])[cH:29][cH:30][cH:31][c:32]4[F:33])[cH:20][cH:21][cH:22]3)[n:10][c:11]([C:13]([CH3:14])([CH3:15])[CH3:16])[s:12]2)[n:7]1. Starting materials: BrC=1C=CC2=C(C(OCC(N2)=O)(C)C)C1 (7-bromo-5,5-dimethyl-1,5-dihydro-4,1-benzoxazepin-2(3H)-one), FC1=C(C=CC=C1F)B(O)O (2,3-difluoro benzeneboronic acid). Product: CC1(C2=C(C=CC(=C2)C3=C(C(=CC=C3)F)F)NC(=O)CO1)C (7-(2,3-Difluorophenyl)-5,5-dimethyl-1,5-dihydro-4,1-benzoxazepin-2(H)-one). RXN SMILES: Br[C:2]1[CH:3]=[CH:4][C:5]2[NH:11][C:10](=[O:12])[CH2:9][O:8][C:7]([CH3:14])([CH3:13])[C:6]=2[CH:15]=1.[F:16][C:17]1[C:22]([F:23])=[CH:21][CH:20]=[CH:19][C:18]=1B(O)O>>[CH3:13][C:7]1([CH3:14])[O:8][CH2:9][C:10](=[O:12])[NH:11][C:5]2[CH:4]=[CH:3][C:2]([C:21]3[CH:20]=[CH:19][CH:18]=[C:17]([F:16])[C:22]=3[F:23])=[CH:15][C:6]1=2. Procedure details: Prepared from 7-bromo-5,5-dimethyl-1,5-dihydro-4,1-benzoxazepin-2(3H)-one and 2,3-difluoro benzeneboronic acid generally according to the coupling procedure described in example 1. 1H NMR (DMSO-d6): δ 10.04 (s, 1H), 7.2-7.45 (m, 6H), 4.28 (s, 2H), 1.59 (s, 6H); MS (ESI) m/z 304 ([M+H]+); MS (ESI) m/z 302 ([M−H]−). Reactants: O=C([O-])[O-], C1CCNC1, CN(C)C=O, CCOC(C)=O, COc1ccccc1-c1ccc2c(c1CCl)C(C)=CC(C)(C)N2, [K+], [K+]. Yields the product COc1ccccc1-c1ccc2c(c1CN1CCCC1)C(C)=CC(C)(C)N2. Reaction SMILES: [C:29](=[O:30])([O-:31])[O-:32].[CH2:24]1[CH2:25][CH2:26][NH:27][CH2:28]1.[CH3:35][N:36]([CH3:37])[CH:38]=[O:39].[CH3:40][CH2:41][O:42][C:43](=[O:44])[CH3:45].[Cl:1][CH2:2][c:3]1[c:4]2[c:9]([cH:10][cH:11][c:12]1-[c:13]1[c:14]([O:19][CH3:20])[cH:15][cH:16][cH:17][cH:18]1)[NH:8][C:7]([CH3:21])([CH3:22])[CH:6]=[C:5]2[CH3:23].[K+:33].[K+:34]>>[CH2:2]([c:3]1[c:4]2[c:9]([cH:10][cH:11][c:12]1-[c:13]1[c:14]([O:19][CH3:20])[cH:15][cH:16][cH:17][cH:18]1)[NH:8][C:7]([CH3:21])([CH3:22])[CH:6]=[C:5]2[CH3:23])[N:27]1[CH2:26][CH2:25][CH2:24][CH2:28]1. Starting materials: N1=CC=CC=C1 (Pyridine), S(=O)(Cl)Cl (thionyl chloride), OC(C(=O)OC)N1C(C(C1SCC#CC1=CC=CC=C1)NC(C1=CC=CC=C1)(C1=CC=CC=C1)C1=CC=CC=C1)=O (1-(1-Hydroxy-1-methoxycarbonylmethyl)-3-(triphenylmethylamino)-4-(3-phenylprop-2-ynylthio)azetidin-2-one). The solvent is O1CCOCC1 (dioxan), O1CCOCC1 (dioxan), O1CCCC1 (tetrahydrofuran), O1CCOCC1 (dioxan). The product is ClC(C(=O)OC)N1C(C(C1SCC#CC1=CC=CC=C1)NC(C1=CC=CC=C1)(C1=CC=CC=C1)C1=CC=CC=C1)=O (1-(1-Chloro-1-methoxycarbonylmethyl)-3-(triphenylmethylamino)-4-(3-phenylprop-2-ynylthio)azetidin-2-one). Reaction SMILES: O[CH:2]([N:7]1[CH:10]([S:11][CH2:12][C:13]#[C:14][C:15]2[CH:20]=[CH:19][CH:18]=[CH:17][CH:16]=2)[CH:9]([NH:21][C:22]([C:35]2[CH:40]=[CH:39][CH:38]=[CH:37][CH:36]=2)([C:29]2[CH:34]=[CH:33][CH:32]=[CH:31][CH:30]=2)[C:23]2[CH:28]=[CH:27][CH:26]=[CH:25][CH:24]=2)[C:8]1=[O:41])[C:3]([O:5][CH3:6])=[O:4].N1C=CC=CC=1.S(Cl)([Cl:50])=O>O1CCCC1.O1CCOCC1>[Cl:50][CH:2]([N:7]1[CH:10]([S:11][CH2:12][C:13]#[C:14][C:15]2[CH:20]=[CH:19][CH:18]=[CH:17][CH:16]=2)[CH:9]([NH:21][C:22]([C:35]2[CH:36]=[CH:37][CH:38]=[CH:39][CH:40]=2)([C:29]2[CH:30]=[CH:31][CH:32]=[CH:33][CH:34]=2)[C:23]2[CH:24]=[CH:25][CH:26]=[CH:27][CH:28]=2)[C:8]1=[O:41])[C:3]([O:5][CH3:6])=[O:4]. Procedure details: 1-(1-Hydroxy-1-methoxycarbonylmethyl)-3-(triphenylmethylamino)-4-(3-phenylprop-2-ynylthio)azetidin-2-one (395mg) was dissolved in a 1:1 mixture of dry tetrahydrofuran and dioxan (14ml) and the solution, under nitrogen, was cooled to -10°. Pyridine (176mg) in dry dioxan (1ml) was then added, followed by the dropwise addition of thionyl chloride (0.153ml) in dry dioxan (4ml) over 2-3 minutes. After a further 15 minutes the precipitated solid was filtered off and the filtrate evaporated to dryness....